This data is from the Open Reaction Database (ORD), a public repository of structured organic reaction records. The task is: describe an organic reaction: reactants, conditions, products, and yield The product is COCc1[nH]c2ncccc2c1C. Starting materials: Br, CO, CC(=O)O, Cc1[nH]c2ncccc2c1C. Reaction SMILES: [Br:12].[CH3:13][OH:14].[CH3:15][C:16](=[O:17])[OH:18].[CH3:1][c:2]1[c:3]([CH3:11])[c:4]2[c:5]([n:6][cH:7][cH:8][cH:9]2)[nH:10]1>>[CH2:1]([c:2]1[c:3]([CH3:11])[c:4]2[c:5]([n:6][cH:7][cH:8][cH:9]2)[nH:10]1)[O:14][CH3:13]. Starting materials: S(O)(O)(=O)=O (sulfuric acid), 0.5, [OH-].[Na+] (sodium hydroxide), C(C)(=O)OC(/C=C/C=C/C1=C(C=CC=C1)CCCCCO)CCCCCCCC (5-[2-[(1E,3E)-(5RS)-5-acetoxy-1,3-tridecadienyl]-phenyl]-pentan-1-ol). The solvent is CO (methanol). Reaction conditions: temperature 25 celsius, time 16 hour. Yields the product OC(/C=C/C=C/C1=C(C=CC=C1)CCCCCO)CCCCCCCC (5-[2-[(1E,3E)-(5RS)-5-hydroxy-1,3-tridecadienyl]-phenyl]-pentan-1-ol). The yield is 76.1%. Reaction SMILES: [OH-].[Na+].C([O:6][CH:7]([CH2:24][CH2:25][CH2:26][CH2:27][CH2:28][CH2:29][CH2:30][CH3:31])/[CH:8]=[CH:9]/[CH:10]=[CH:11]/[C:12]1[CH:17]=[CH:16][CH:15]=[CH:14][C:13]=1[CH2:18][CH2:19][CH2:20][CH2:21][CH2:22][OH:23])(=O)C.S(=O)(=O)(O)O>CO>[OH:6][CH:7]([CH2:24][CH2:25][CH2:26][CH2:27][CH2:28][CH2:29][CH2:30][CH3:31])/[CH:8]=[CH:9]/[CH:10]=[CH:11]/[C:12]1[CH:17]=[CH:16][CH:15]=[CH:14][C:13]=1[CH2:18][CH2:19][CH2:20][CH2:21][CH2:22][OH:23] |f:0.1|. Procedure: 6.7 ml of a 0.5 normal sodium hydroxide solution is added to a solution of 270 mg of 5-[2-[(1E,3E)-(5RS)-5-acetoxy-1,3-tridecadienyl]-phenyl]-pentan-1-ol (produced in example 1) in 11.7 ml of methanol and the reaction mixture is stirred for 16 hours at 25° C. Then, it is cooled to 0° C. and acidified with a 0.5 normal sulfuric acid to pH=6. It is extracted three times with methylene chloride and the organic phase is dried on sodium sulfate. It is concentrated by evaporation in a vacuum, and the ...